This data is from the Open Reaction Database (ORD), a public repository of structured organic reaction records. The task is: describe an organic reaction: reactants, conditions, products, and yield Starting materials: OC(CC=1C(=CC(=C(C#N)C1)F)OC)CO (5-(2,3-dihydroxypropyl)-2-fluoro-4-methoxybenzonitrile), NaIO4. Run in CO.O (methanol water). The product is FC1=C(C#N)C=C(C(=C1)OC)CC=O (2-fluoro-4-methoxy-5-(2-oxoethyl)benzonitrile). Reaction SMILES: [OH:1][CH:2](CO)[CH2:3][C:4]1[C:5]([O:13][CH3:14])=[CH:6][C:7]([F:12])=[C:8]([CH:11]=1)[C:9]#[N:10]>CO.O>[F:12][C:7]1[CH:6]=[C:5]([O:13][CH3:14])[C:4]([CH2:3][CH:2]=[O:1])=[CH:11][C:8]=1[C:9]#[N:10] |f:1.2|. Procedure: A solution of 5-(2,3-dihydroxypropyl)-2-fluoro-4-methoxybenzonitrile (2.0 mmol) in 10 mL of methanol/water=3:1 was cooled to 0° C. by ice bath, and then NaIO4 (3.0 mmol) was added. After stirred the reaction at 0° C. for 2 hrs, the mixture was filtered and concentrated. The residue was dissolved in DCM, dried over anhydrous sodium sulfate, and then purified with fast column chromatography to give the product 2-fluoro-4-methoxy-5-(2-oxoethyl)benzonitrile.